Dataset: the Open Reaction Database (ORD), a public repository of structured organic reaction records. Task: describe an organic reaction: reactants, conditions, products, and yield Starting materials: C1CCNCC1, [Cl-], O=C(O)Cc1cc(Cl)cc2c(-c3ccccc3)onc12. The product is O=C(Cc1cc(Cl)cc2c(-c3ccccc3)onc12)N1CCCCC1. Reaction SMILES: [CH2:22]1[CH2:23][CH2:24][NH:25][CH2:26][CH2:27]1.[Cl-:1].[Cl:2][c:3]1[cH:4][c:5]([CH2:18][C:19](=[O:20])[OH:21])[c:6]2[c:7]([c:8](-[c:11]3[cH:12][cH:13][cH:14][cH:15][cH:16]3)[o:9][n:10]2)[cH:17]1>>[Cl:2][c:3]1[cH:4][c:5]([CH2:18][C:19](=[O:21])[N:25]2[CH2:24][CH2:23][CH2:22][CH2:27][CH2:26]2)[c:6]2[c:7]([c:8](-[c:11]3[cH:12][cH:13][cH:14][cH:15][cH:16]3)[o:9][n:10]2)[cH:17]1. The reactants are C12CCCC(CC1)N2 (8-Azabicyclo[3,2,1]octane), C(#N)C1=CC=C(C2=CC=CC=C12)F (1-cyano-4-fluoronaphthalene). Solvent: N1=CC=CC=C1 (pyridine). Product: C12CCCC(CC1)N2C2=CC=C(C1=CC=CC=C21)C#N (4(8-Azabicyclo[3.2.1]oct-8-yl)naphthalene-1-carbonitrile). Isolated yield 3.8%. Reaction SMILES: [CH:1]12[NH:8][CH:5]([CH2:6][CH2:7]1)[CH2:4][CH2:3][CH2:2]2.[C:9]([C:11]1[C:20]2[C:15](=[CH:16][CH:17]=[CH:18][CH:19]=2)[C:14](F)=[CH:13][CH:12]=1)#[N:10]>N1C=CC=CC=1>[CH:5]12[N:8]([C:14]3[C:15]4[C:20](=[CH:19][CH:18]=[CH:17][CH:16]=4)[C:11]([C:9]#[N:10])=[CH:12][CH:13]=3)[CH:1]([CH2:7][CH2:6]1)[CH2:2][CH2:3][CH2:4]2. Procedure details: Alternatively, the title compound was also obtained using the following procedure: 8-Azabicyclo[3,2,1]octane (20 mg, 0.18 mmol), 1-cyano-4-fluoronaphthalene (46 mg, 0.27 mmol) and pyridine (0.5 mL) were heated overnight at 100° C., concentrated in vacuo and the residue purified by preparative TLC (dichloromethane, 3× eluted) to afford the title compound (1.8 mg, 4.0%) as a yellow oil. Product: CC1NCCc2ccccc21. Starting materials: Br, CC(NCCO)c1ccccc1. RXN SMILES: [BrH:13].[OH:1][CH2:2][CH2:3][NH:4][CH:5]([c:6]1[cH:7][cH:8][cH:9][cH:10][cH:11]1)[CH3:12]>>[CH2:2]1[CH2:3][NH:4][CH:5]([CH3:12])[c:6]2[cH:7][cH:8][cH:9][cH:10][c:11]21. The reactants are FC1=C(C(=O)C2=C(C=NC=C2C(=O)OC)O)C=C(C=C1)Cl (Methyl 4-(2'-fluoro-5'-chlorobenzoyl)-5-hydroxynicotinate), Cl (hydrochloric acid), Example 25, [OH-].[Na+] (sodium hydroxide). Run in O (water), CO (methanol). Run at time 1.25 hour. The product is FC1=C(C(=O)C2=C(C=NC=C2C(=O)O)O)C=C(C=C1)Cl (4-(2'-fluoro-5'-chlorobenzoyl)-5-hydroxynicotinic acid). As a reaction SMILES: [F:1][C:2]1[CH:20]=[CH:19][C:18]([Cl:21])=[CH:17][C:3]=1[C:4]([C:6]1[C:11]([C:12]([O:14]C)=[O:13])=[CH:10][N:9]=[CH:8][C:7]=1[OH:16])=[O:5].[OH-].[Na+].Cl>O.CO>[F:1][C:2]1[CH:20]=[CH:19][C:18]([Cl:21])=[CH:17][C:3]=1[C:4]([C:6]1[C:11]([C:12]([OH:14])=[O:13])=[CH:10][N:9]=[CH:8][C:7]=1[OH:16])=[O:5] |f:1.2|. Reported procedure: Methyl 4-(2'-fluoro-5'-chlorobenzoyl)-5-hydroxynicotinate of Preparative Example 25 (1.2 g) is added to a solution of sodium hydroxide (0.67 g) in water (4 mL) and methanol (12 mL). A yellow solution is obtained after 5 min. The mixture is stirred at room temperature for 1.25 h. The resulting solution is acidified with 1N hydrochloric acid (14 mL) to pH=2 and the mixture is allowed to stand overnight. The white solid is collected by filtration and washed with water (3×5 mL) and dried to yield 4-... Starting materials: N[C@H](CC(C)C)C(=O)NCC(=O)N[C@@H](CCCNC(N)=N)C(=O)NC1=CC=C([N+](=O)[O-])C=C1 (D-Leu-Gly-L-Arg-pNA), CC(=O)O (AcOH). The product is N([C@H](CC(C)C)C(=O)NCC(=O)N[C@@H](CCCNC(N)=N)C(=O)NC1=CC=C([N+](=O)[O-])C=C1)C(=O)OC(C)(C)C (Boc-D-Leu-Gly-L-Arg-pNA). As a reaction SMILES: [NH2:1][C@@H:2]([C:7]([NH:9][CH2:10][C:11]([NH:13][C@H:14]([C:22]([NH:24][C:25]1[CH:33]=[CH:32][C:28]([N+:29]([O-:31])=[O:30])=[CH:27][CH:26]=1)=[O:23])[CH2:15][CH2:16][CH2:17][NH:18][C:19](=[NH:21])[NH2:20])=[O:12])=[O:8])[CH2:3][CH:4]([CH3:6])[CH3:5].C[C:35]([OH:37])=[O:36]>>[NH:1]([C:35]([O:37][C:4]([CH3:6])([CH3:5])[CH3:3])=[O:36])[C@@H:2]([C:7]([NH:9][CH2:10][C:11]([NH:13][C@H:14]([C:22]([NH:24][C:25]1[CH:26]=[CH:27][C:28]([N+:29]([O-:31])=[O:30])=[CH:32][CH:33]=1)=[O:23])[CH2:15][CH2:16][CH2:17][NH:18][C:19](=[NH:20])[NH2:21])=[O:12])=[O:8])[CH2:3][CH:4]([CH3:5])[CH3:6]. Reported procedure: MM-D-Leu-Gly-L-Arg-pNA.AcOH Reactants: C(CCC)(=O)C=1C(CC(CC1O)C1=C(C(=C(C(=C1S(=O)(=O)C)C)C)C)C)=O (2-butyryl-3-hydroxy-5-(6-methylsulfonyl-2,3,4,5-tetramethylphenyl)cyclohex-2-en-1-one), Cl.C(C)ON (ethoxyamine hydrochloride), ( iv ). Product: C(C)ON=C(CCC)C=1C(CC(CC1O)C1=C(C(=C(C(=C1S(=O)(=O)C)C)C)C)C)=O (2-[1-(Ethoxyimino)butyl]-3-hydroxy-5-(6-methylsulfonyl-2,3,4,5-tetramethylphenyl)cyclohex-2-en-1-one). As a reaction SMILES: [C:1]([C:6]1[C:7](=[O:27])[CH2:8][CH:9]([C:13]2[C:18]([S:19]([CH3:22])(=[O:21])=[O:20])=[C:17]([CH3:23])[C:16]([CH3:24])=[C:15]([CH3:25])[C:14]=2[CH3:26])[CH2:10][C:11]=1[OH:12])(=O)[CH2:2][CH2:3][CH3:4].Cl.[CH2:29]([O:31][NH2:32])[CH3:30]>>[CH2:29]([O:31][N:32]=[C:1]([C:6]1[C:7](=[O:27])[CH2:8][CH:9]([C:13]2[C:18]([S:19]([CH3:22])(=[O:21])=[O:20])=[C:17]([CH3:23])[C:16]([CH3:24])=[C:15]([CH3:25])[C:14]=2[CH3:26])[CH2:10][C:11]=1[OH:12])[CH2:2][CH2:3][CH3:4])[CH3:30] |f:1.2|. Reported procedure: 2-[1-(Ethoxyimino)butyl]-3-hydroxy-5-(6-methylsulfonyl-2,3,4,5-tetramethylphenyl)cyclohex-2-en-1-one (57) was prepared from 2-butyryl-3-hydroxy-5-(6-methylsulfonyl-2,3,4,5-tetramethylphenyl)cyclohex-2-en-1-one and ethoxyamine hydrochloride following essentially the same procedure as that described in Example 1, part (iv). The product was characterized by proton nuclear magnetic resonance spectroscopy and the spectroscopic data is reported in Table 5, Example 37. Starting materials: [BH4-].[Na+] (sodium borohydride), BrC1=CC2=C(OCC2)C(=C1)C=O (5-Bromo-2,3-dihydrobenzo[b]furan-7-carbaldehyde), Cl (hydrochloric acid). Solvent: C(C)O (ethanol), O1CCCC1 (tetrahydrofuran). Reaction conditions: time 8 hour. Yields the product BrC1=CC2=C(OCC2)C(=C1)CO ((5-bromo-2,3-dihydrobenzo[b]furan-7-yl)methanol). As a reaction SMILES: [Br:1][C:2]1[CH:10]=[C:9]([CH:11]=[O:12])[C:5]2[O:6][CH2:7][CH2:8][C:4]=2[CH:3]=1.[BH4-].[Na+].Cl>O1CCCC1.C(O)C>[Br:1][C:2]1[CH:10]=[C:9]([CH2:11][OH:12])[C:5]2[O:6][CH2:7][CH2:8][C:4]=2[CH:3]=1 |f:1.2|. Procedure details: 5-Bromo-2,3-dihydrobenzo[b]furan-7-carbaldehyde (11.42 g), was dissolved in 50 ml of tetrahydrofuran and 50 ml of ethanol, then 2 g of sodium borohydride was added thereto, and the mixture was stirred overnight at room temperature. 1 N hydrochloric acid was added to the reaction mixture which was then extracted with ethyl acetate. The organic layer was dried over anhydrous magnesium sulfate, and the solvent was removed, to give (5-bromo-2,3-dihydrobenzo[b]furan-7-yl)methanol. This product was tr...